This data is from the Open Reaction Database (ORD), a public repository of structured organic reaction records. The task is: describe an organic reaction: reactants, conditions, products, and yield The reactants are ClCCl (dichloromethane), lecithin, C1[C@@H]([C@H]([C@@H]([C@H]([C@@H]1N)O[C@@H]2[C@@H]([C@H]([C@@H]([C@H](O2)CO)O)N)O)O)O[C@@H]3[C@@H](C[C@@H]([C@H](O3)CN)O)N)N.OS(=O)(=O)O (tobramycin sulfate). The solvent is O (water). Yields the product C1[C@@H]([C@H]([C@@H]([C@H]([C@@H]1N)O[C@@H]2[C@@H]([C@H]([C@@H]([C@H](O2)CO)O)N)O)O)O[C@@H]3[C@@H](C[C@@H]([C@H](O3)CN)O)N)N (Tobramycin). Reaction SMILES: ClCCl.[CH2:4]1[C@@H:9]([NH2:10])[C@H:8]([O:11][C@H:12]2[O:17][C@H:16]([CH2:18][OH:19])[C@@H:15]([OH:20])[C@H:14]([NH2:21])[C@H:13]2[OH:22])[C@@H:7]([OH:23])[C@H:6]([O:24][C@H:25]2[O:30][C@H:29]([CH2:31][NH2:32])[C@@H:28]([OH:33])[CH2:27][C@H:26]2[NH2:34])[C@H:5]1[NH2:35].OS(O)(=O)=O>O>[CH2:4]1[C@@H:9]([NH2:10])[C@H:8]([O:11][C@H:12]2[O:17][C@H:16]([CH2:18][OH:19])[C@@H:15]([OH:20])[C@H:14]([NH2:21])[C@H:13]2[OH:22])[C@@H:7]([OH:23])[C@H:6]([O:24][C@H:25]2[O:30][C@H:29]([CH2:31][NH2:32])[C@@H:28]([OH:33])[CH2:27][C@H:26]2[NH2:34])[C@H:5]1[NH2:35] |f:1.2|. Reported procedure: To a solution of 75 ml of dichloromethane was added 10 grams of soy lecithin and 200 mg of tobramycin sulfate in 5 ml of water. The solution was mixed by shaking and 4 ml were applied onto each side of the 1"×1" foam bandage material and allowed to air dry. Four ml of a solution comprising 20 mg of tobramycin sulfate in 8 ml of water was applied onto each side of 10 additional foam bandage material pieces (1"×1") and allowed to air dry. The foam bandage pieces were placed onto a grid support, we... Reactants: C1(=CC=CC=C1)C1=NNC(C1)C1=CC=CC=C1 (3,5-Diphenyl-2-pyrazoline). The reagents and catalysts are [Pd] (palladium on carbon). The solvent is C(CCl)Cl (ethylene dichloride). The product is C1(=CC=CC=C1)C1=NNC(=C1)C1=CC=CC=C1 (3,5-diphenylpyrazole). Isolated yield 79.3%. Reaction SMILES: [C:1]1([C:7]2[CH2:11][CH:10]([C:12]3[CH:17]=[CH:16][CH:15]=[CH:14][CH:13]=3)[NH:9][N:8]=2)[CH:6]=[CH:5][CH:4]=[CH:3][CH:2]=1>C(Cl)CCl.[Pd]>[C:1]1([C:7]2[CH:11]=[C:10]([C:12]3[CH:17]=[CH:16][CH:15]=[CH:14][CH:13]=3)[NH:9][N:8]=2)[CH:6]=[CH:5][CH:4]=[CH:3][CH:2]=1. Reported procedure: 3,5-Diphenyl-2-pyrazoline (21.9 parts) is dissolved in ethylene dichloride (75 parts by volume). There is next added 5% palladium on carbon catalyst (4 parts containing 40% water) is added and the mixture is heated at reflux for 8 hours. There is obtained 3,5-diphenylpyrazole in a 79.3% yield whose melting point ranges from 196° to 200° C. Starting materials: ClC1=C2C=CNC2=CC(=C1)Cl (4,6-dichloroindole), C([O-])([O-])=O.[K+].[K+] (potassium carbonate), BrCC(C(=O)OCC)=NO (ethyl 3-bromo-2-hydroxyiminopropanoate). Solvent: C(Cl)Cl (methylene chloride), C(Cl)Cl (methylene chloride), C(Cl)Cl (methylene chloride). Product: ClC=1C=C(C=C2NC=C(C[C@H](N)C(=O)O)C12)Cl (4,6-Dichlorotryptophan). The yield is 80.8%. RXN SMILES: [Cl:1][C:2]1[CH:10]=[C:9]([Cl:11])[CH:8]=[C:7]2[C:3]=1[CH:4]=[CH:5][NH:6]2.C(=O)([O-])[O-].[K+].[K+].Br[CH2:19][C:20](=[N:26]O)[C:21]([O:23]CC)=[O:22]>C(Cl)Cl>[Cl:1][C:2]1[CH:10]=[C:9]([Cl:11])[CH:8]=[C:7]2[C:3]=1[C:4]([CH2:19][C@@H:20]([C:21]([OH:23])=[O:22])[NH2:26])=[CH:5][NH:6]2 |f:1.2.3|. Procedure: Mix 4,6-dichloroindole (5.90g, 31.72mmol), potassium carbonate (1.81g, 47.6mmol) and anhydrous methylene chloride (200mL). Stir and add a solution of ethyl 3-bromo-2-hydroxyiminopropanoate (7.00g, 33.31mmol) in methylene chloride (75mL). Stir under a nitrogen atmosphere for 48 hours. Take the solution up in methylene chloride (100mL) and wash with water (300mL), saturated sodium hydrogen carbonate (200mL) and brine (100mL). Dry (MgSO4) and evaporate the solvent in vacuo to give a tan solid. Puri... Starting materials: FC(C(=O)O)(F)F (trifluoroacetic acid), C(I)I (CH2I2), ClC=1C=CC(=C(C(=O)OC)C1)OC=C (methyl 5-chloro-2-(vinyloxy)benzoate), ClC=1C=CC(=C(C(=O)OC)C1)OC=C (methyl 5-chloro-2-(vinyloxy)benzoate), C(C)[Zn]CC (diethylzinc). Run in ClCCl (dichloromethane), ClCCl (dichloromethane), ClCCl (dichloromethane), ClCCl (dichloromethane). Conditions: time 20 minute. Yields the product ClC=1C=CC(=C(C(=O)OC)C1)OC1CC1 (methyl 5-chloro-2-cyclopropoxybenzoate). Yield: 92.0%. Reaction SMILES: [Cl:1][C:2]1[CH:3]=[CH:4][C:5]([O:12][CH:13]=[CH2:14])=[C:6]([CH:11]=1)[C:7]([O:9][CH3:10])=[O:8].[CH2:15]([Zn]CC)C.FC(F)(F)C(O)=O.C(I)I>ClCCl>[Cl:1][C:2]1[CH:3]=[CH:4][C:5]([O:12][CH:13]2[CH2:15][CH2:14]2)=[C:6]([CH:11]=1)[C:7]([O:9][CH3:10])=[O:8]. Reported procedure: To a solution of methyl 5-chloro-2-(vinyloxy)benzoate in 100 mL dichloromethane was added diethylzinc (1 M hexanes solution) (200 mL, 0.2 mol) under N2 atmosphere. The solution was cooled in an ice bath and a solution of trifluoroacetic acid (16 mL) in dichloromethane (100 mL) was dropped very slowly into the mixture. After stirring for 20 minutes, a solution of CH2I2 (16.4 mL, 0.2 mol) in dichloromethane (100 mL) was added dropwise. After stirring an additional 20 minutes, a solution of methyl ... Starting materials: C=C(C)C(=O)[O-], CCCCP(CCCC)CCCC, CO[Si](CCCCl)(OC)OC, [K+], c1ccc2c(c1)Nc1ccccc1S2. The product is C=C(C)C(=O)OCCC[Si](OC)(OC)OC. As a reaction SMILES: [C:39]([C:40](=[CH2:41])[CH3:42])(=[O:43])[O-:44].[CH2:12]([P:13]([CH2:14][CH2:15][CH2:16][CH3:17])[CH2:18][CH2:19][CH2:20][CH3:21])[CH2:22][CH2:23][CH3:24].[Cl:1][CH2:2][CH2:3][CH2:4][Si:5]([O:6][CH3:7])([O:8][CH3:9])[O:10][CH3:11].[K+:45].[cH:25]1[c:26]2[c:35]([cH:36][cH:37][cH:38]1)[S:34][c:29]1[c:28]([cH:33][cH:32][cH:31][cH:30]1)[NH:27]2>>[CH2:2]([CH2:3][CH2:4][Si:5]([O:6][CH3:7])([O:8][CH3:9])[O:10][CH3:11])[O:44][C:39]([C:40](=[CH2:41])[CH3:42])=[O:43]. Starting materials: CC(C)CC(N)C(=O)O, O, O, OCc1ccccc1, Cc1ccc(S(=O)(=O)O)cc1. The product is CC(C)CC(N)C(=O)OCc1ccccc1, Cc1ccc(S(=O)(=O)O)cc1. Reaction SMILES: [CH3:13][CH:14]([CH3:15])[CH2:16][CH:17]([NH2:18])[C:19]([OH:20])=[O:21].[OH2:1].[OH2:30].[OH:22][CH2:23][c:24]1[cH:25][cH:26][cH:27][cH:28][cH:29]1.[c:2]1([CH3:12])[cH:3][cH:4][c:5]([S:8](=[O:9])(=[O:10])[OH:11])[cH:6][cH:7]1>>[CH3:13][CH:14]([CH3:15])[CH2:16][CH:17]([NH2:18])[C:19](=[O:20])[O:21][CH2:23][c:24]1[cH:25][cH:26][cH:27][cH:28][cH:29]1.[c:2]1([CH3:12])[cH:3][cH:4][c:5]([S:8](=[O:9])(=[O:10])[OH:11])[cH:6][cH:7]1. Reactants: Rh, C[C@H]([C]1[CH][CH][CH][C]1P(C2=CC=CC3=CC=CC=C32)C4=CC=CC5=CC=CC=C54)PC (Josiphos SL-J216-2), C(C1=CC=CC=C1)C1=C(CCC2=CC(=C(C=C12)OC)F)NC(CC)=O (N-(1-benzyl-6-fluoro-7-methoxy-3,4-dihydronaphthalen-2-yl)propionamide), [H][H] (hydrogen). Reagents/catalysts: [Rh+].ClC1=CC=CCCCC1 (Chlorocyclooctadiene rhodium(I)). Run in CO (methanol). Run at temperature 50 celsius, time 20 minute. The product is C(C1=CC=CC=C1)[C@H]1[C@H](CCC2=CC(=C(C=C12)OC)F)NC(CC)=O (N-((1R,2S)-1-benzyl-6-fluoro-7-methoxy-1,2,3,4-tetrahydronaphthalen-2-yl)propionamide). The yield is 91.9%. RXN SMILES: C[C@@H](PC)[C]1[C](P(C2C3C(=CC=CC=3)C=CC=2)C2C3C(=CC=CC=3)C=CC=2)[CH][CH][CH]1.[CH2:31]([C:38]1[C:47]2[C:42](=[CH:43][C:44]([F:50])=[C:45]([O:48][CH3:49])[CH:46]=2)[CH2:41][CH2:40][C:39]=1[NH:51][C:52](=[O:55])[CH2:53][CH3:54])[C:32]1[CH:37]=[CH:36][CH:35]=[CH:34][CH:33]=1.[H][H]>[Rh+].ClC1CCCCC=CC=1.CO>[CH2:31]([C@@H:38]1[C:47]2[C:42](=[CH:43][C:44]([F:50])=[C:45]([O:48][CH3:49])[CH:46]=2)[CH2:41][CH2:40][C@@H:39]1[NH:51][C:52](=[O:55])[CH2:53][CH3:54])[C:32]1[CH:37]=[CH:36][CH:35]=[CH:34][CH:33]=1 |f:3.4,^1:4,5,27,28,29|. Procedure details: Chlorocyclooctadiene rhodium(I) dimer (0.648 g, 2.63 mmol of Rh), Josiphos SL-J216-2 (1.779 g, 2.77 mmol), and N-(1-benzyl-6-fluoro-7-methoxy-3,4-dihydronaphthalen-2-yl)propionamide (93.96 g, 277 mmol) were combined in a metal reactor, and the vessel was inerted with argon. Degassed methanol (940 ml) was added, and the mixture was agitated under 20 psi of argon at 50° C. for 20 min. The vessel was pressurized with 60 psig of hydrogen and agitated at 55° C. for 14 hrs. HPLC analysis indicated com...